This data is from the Open Reaction Database (ORD), a public repository of structured organic reaction records. The task is: describe an organic reaction: reactants, conditions, products, and yield Starting materials: CCc1cccc(CC)c1-c1nc(C)c(CN(C)C2CCCc3ccccc32)c(C#N)n1, CC(C)C[AlH]CC(C)C, Cc1ccccc1, CCOC(C)=O, Cl, [Na+], [OH-]. Yields the product CCc1cccc(CC)c1-c1nc(C)c(CN(C)C2CCCc3ccccc32)c(CN)n1. RXN SMILES: [CH2:1]([CH3:2])[c:3]1[c:4](-[c:11]2[n:12][c:13]([CH3:32])[c:14]([CH2:19][N:20]([CH:21]3[CH2:22][CH2:23][CH2:24][c:25]4[cH:26][cH:27][cH:28][cH:29][c:30]43)[CH3:31])[c:15]([C:17]#[N:18])[n:16]2)[c:5]([CH2:9][CH3:10])[cH:6][cH:7][cH:8]1.[CH3:33][CH:34]([CH2:35][AlH:36][CH2:37][CH:38]([CH3:39])[CH3:40])[CH3:41].[CH3:45][c:46]1[cH:47][cH:48][cH:49][cH:50][cH:51]1.[CH3:52][CH2:53][O:54][C:55]([CH3:56])=[O:57].[ClH:42].[Na+:44].[OH-:43]>>[CH2:1]([CH3:2])[c:3]1[c:4](-[c:11]2[n:12][c:13]([CH3:32])[c:14]([CH2:19][N:20]([CH:21]3[CH2:22][CH2:23][CH2:24][c:25]4[cH:26][cH:27][cH:28][cH:29][c:30]43)[CH3:31])[c:15]([CH2:17][NH2:18])[n:16]2)[c:5]([CH2:9][CH3:10])[cH:6][cH:7][cH:8]1. Procedure details: N-ethylmercuri-1,2,3,6tetrahydro-3,6-endomethano-3,4,5,6,7,7-hexachlorophthalimide, phenylmercuric monoethanolammonium lactate, nickel-containing compounds and calcium cyanamide. RXN SMILES: CC[Hg]N1C(=O)C2C3(Cl)C(Cl)(Cl)C(Cl)(C2C1=O)C(Cl)=C3Cl.C[CH:23](O)[C:24]([O-:26])=[O:25].CC(O)C([O-])=O.[CH:34]1[CH:39]=[CH:38][C:37]([Hg+:40])=[CH:36][CH:35]=1.C([NH3+])CO.N#CN.[Ca]>[Ni]>[CH3:23][C:24]([O:26][Hg:40][C:37]1[CH:38]=[CH:39][CH:34]=[CH:35][CH:36]=1)=[O:25] |f:1.2.3.4,5.6|. The reagents and catalysts are [Ni] (nickel). Starting materials: CC[Hg]N1C(=O)C2C(C1=O)C3(C(=C(C2(C3(Cl)Cl)Cl)Cl)Cl)Cl (N-ethylmercuri-1,2,3,6tetrahydro-3,6-endomethano-3,4,5,6,7,7-hexachlorophthalimide), CC(C(=O)[O-])O.CC(C(=O)[O-])O.C1=CC=C(C=C1)[Hg+].C(CO)[NH3+] (phenylmercuric monoethanolammonium lactate), N#CN.[Ca] (calcium cyanamide). Yields the product CC(=O)O[Hg]C1=CC=CC=C1 (phenylmercuric acetate). The reactants are BrC=1C=CC(=NC1)NNC(C(C)C=1N=NC(=CC1)Cl)=O (N′-(5-bromopyridin-2-yl)-2-(6-chloropyridazin-3-yl)propanehydrazide), N(N)C1=NC=CC=C1 (2-hydrazinylpyridine). Product: ClC1=CC=C(N=N1)C(C(=O)NNC1=NC=CC=C1)(C)C (2-(6-Chloropyridazin-3-yl)-2-methyl-N′-(pyridin-2-yl)propanehydrazide). RXN SMILES: Br[C:2]1[CH:3]=[CH:4][C:5]([NH:8][NH:9][C:10](=[O:20])[CH:11]([C:13]2[N:14]=[N:15][C:16]([Cl:19])=[CH:17][CH:18]=2)[CH3:12])=[N:6][CH:7]=1.N([C:23]1C=CC=CN=1)N>>[Cl:19][C:16]1[N:15]=[N:14][C:13]([C:11]([CH3:23])([CH3:12])[C:10]([NH:9][NH:8][C:5]2[CH:4]=[CH:3][CH:2]=[CH:7][N:6]=2)=[O:20])=[CH:18][CH:17]=1. Procedure details: The title compound was synthesized using an analogous procedure to that described in the preparation of Compound 48C using 2-hydrazinylpyridine. Yields the product O=C(C1CNCCO1)OC1=C2CCCC2=CC=C1 (2-(1-oxo-4-indanyloxymethyl)morpholine). Isolated yield 89.1%. Starting materials: O=C(C1CN(CCO1)C(C1=CC=CC=C1)(C1=CC=CC=C1)C1=CC=CC=C1)OC1=C2CCCC2=CC=C1 (2-(1-oxo-4-indanyloxymethyl)-4-triphenylmethyl morpholine), C(O)([O-])=O.[Na+] (sodium hydrogencarbonate), FC(C(=O)O)(F)F (trifluoroacetic acid), N1CCOCC1 (morpholine). Conditions: time 15 minute. Procedure details: To 1 g. of 2-(1-oxo-4-indanyloxymethyl)-4-triphenylmethyl morpholine was added 10 ml. of trifluoroacetic acid under ice-cooling to dissolve the morpholine and 10 ml. of water was immediately added to the solution followed by stirring for 15 minutes at 5°-10° C. Then, after neutralizing the reaction mixture with sodium hydrogencarbonate, the product was extracted with chloroform. Then, the extract was washed with water, dried over anhydrous magnesium sulfate, and the solvent was distilled off und... As a reaction SMILES: [O:1]=[C:2]([O:28][C:29]1[CH:37]=[CH:36][CH:35]=[C:34]2[C:30]=1[CH2:31][CH2:32][CH2:33]2)[CH:3]1[O:8][CH2:7][CH2:6][N:5](C(C2C=CC=CC=2)(C2C=CC=CC=2)C2C=CC=CC=2)[CH2:4]1.FC(F)(F)C(O)=O.N1CCOCC1.C(=O)([O-])O.[Na+]>O>[O:1]=[C:2]([O:28][C:29]1[CH:37]=[CH:36][CH:35]=[C:34]2[C:30]=1[CH2:31][CH2:32][CH2:33]2)[CH:3]1[O:8][CH2:7][CH2:6][NH:5][CH2:4]1 |f:3.4|. Solvent: O (water). Reactants: formula II, BrC1=CC=C(C=C1)CCNC=O (N-[2-(4-bromophenyl)ethyl]formamide), O=P12OP3(=O)OP(=O)(O1)OP(=O)(O2)O3 (phosphorus pentoxide), Br.BrC1=CC=C(C=C1)CCN (2-(4-bromophenyl)ethylamine hydrobromide), C(=O)OCC (ethyl formate), hydrogen halide. The solvent is polyphosphoric acid. The product is BrC1=CC=C2CCN=CC2=C1 (7-bromo-3,4-dihydroisoquinoline). Reaction SMILES: Br.BrC1C=CC(CCN)=CC=1.C(OCC)=O.[Br:17][C:18]1[CH:23]=[CH:22][C:21]([CH2:24][CH2:25][NH:26][CH:27]=O)=[CH:20][CH:19]=1.O=P12OP3(OP(OP(O3)(O1)=O)(=O)O2)=O>>[Br:17][C:18]1[CH:23]=[C:22]2[C:21]([CH2:24][CH2:25][N:26]=[CH:27]2)=[CH:20][CH:19]=1 |f:0.1|. Procedure details: The compound of formula II can be made as outlined in Scheme I and as specifically exemplified in Example 1. Referring to Scheme I, 2-(4-bromophenyl)ethylamine hydrobromide is reacted with ethyl formate in the presence of a base to make N-[2-(4-bromophenyl)ethyl]formamide. The fornamide is then treated with phosphorus pentoxide in polyphosphoric acid to cyclize, followed by treatment with hydrogen halide (e.g., HCl) gas to form the hydrohalide salt of 7-bromo-3,4-dihydroisoquinoline hydrohalide....